This data is from the Open Reaction Database (ORD), a public repository of structured organic reaction records. The task is: describe an organic reaction: reactants, conditions, products, and yield Reactants: CC(=O)[O-], CC(=O)[O-], CCCC[Sn+2]CCCC, CN=C=O, CCN(C)c1nsc(N)c1C#N, C1CCOC1. Yields the product CCN(C)c1nsc(NC(=O)NC)c1C#N. Reaction SMILES: [C:17]([O-:18])(=[O:19])[CH3:20].[C:21]([O-:22])(=[O:23])[CH3:24].[CH2:25]([Sn+2:26][CH2:27][CH2:28][CH2:29][CH3:30])[CH2:31][CH2:32][CH3:33].[CH3:13][N:14]=[C:15]=[O:16].[NH2:1][c:2]1[c:3]([C:11]#[N:12])[c:4]([N:7]([CH3:8])[CH2:9][CH3:10])[n:5][s:6]1.[O:34]1[CH2:35][CH2:36][CH2:37][CH2:38]1>>[NH:1]([c:2]1[c:3]([C:11]#[N:12])[c:4]([N:7]([CH3:8])[CH2:9][CH3:10])[n:5][s:6]1)[C:15]([NH:14][CH3:13])=[O:16]. The reactants are ClC1=CC=C(OC=2C=C(NC2)C(=O)OCCO)C=C1 (2-Hydroxyethyl 4-(4-chlorophenoxy)pyrrole-2-carboxylate), [OH-].[Na+] (sodium hydroxide). The solvent is CC(=O)C (acetone). Reaction conditions: time 16 hour. Yields the product ClC1=CC=C(OC=2C=C(NC2)C(=O)O)C=C1 (4-(4-Chlorophenoxy)pyrrole-2-carboxylic Acid). Reaction SMILES: [Cl:1][C:2]1[CH:19]=[CH:18][C:5]([O:6][C:7]2[CH:8]=[C:9]([C:12]([O:14]CCO)=[O:13])[NH:10][CH:11]=2)=[CH:4][CH:3]=1.[OH-].[Na+]>CC(C)=O>[Cl:1][C:2]1[CH:19]=[CH:18][C:5]([O:6][C:7]2[CH:8]=[C:9]([C:12]([OH:14])=[O:13])[NH:10][CH:11]=2)=[CH:4][CH:3]=1 |f:1.2|. Reported procedure: 2-Hydroxyethyl 4-(4-chlorophenoxy)pyrrole-2-carboxylate (400 mg.) was dissolved in 10 ml. of acetone and 10 ml. of 1 N sodium hydroxide and left to stand at room temperature for approximately 16 hours. Acetone was evaporated in vacuo, the aqueous residue was acidified with conc. hydrochloric acid and crystalline product (320 mg.) recovered by filtration. Recrystallization from ether/hexane of 400 mg. of product prepared in this manner affored purified 4-(4-chlorophenoxy)pyrrole-2-carboxylic acid...